This data is from the Open Reaction Database (ORD), a public repository of structured organic reaction records. The task is: describe an organic reaction: reactants, conditions, products, and yield Starting materials: Cl.Cl.NCC1=CC=C(O1)C(=O)OC1=CC2=CC=C(C=C2C=C1)C(N)=N (6-amidino-2-naphthyl 5-aminomethylfuran-2-carboxylate dihydrochloride), N1=CC=CC=C1 (pyridine), COC(=O)CCC(=O)Cl (3-methoxycarbonylpropionyl chloride), C1=CC=CC=C1 (benzene). Run in CN(C)C=O (DMF), CCOCC (ether). Reaction conditions: time 20 minute. The product is Cl.COC(=O)CCC(=O)NCC1=CC=C(O1)C(=O)OC1=CC2=CC=C(C=C2C=C1)C(N)=N (6-Amidino-2-naphthyl 5-(3-methoxycarbonylpropionylaminomethyl)furan-2-carboxylate hydrochloride). RXN SMILES: Cl.Cl.[NH2:3][CH2:4][C:5]1[O:9][C:8]([C:10]([O:12][C:13]2[CH:22]=[CH:21][C:20]3[C:15](=[CH:16][CH:17]=[C:18]([C:23](=[NH:25])[NH2:24])[CH:19]=3)[CH:14]=2)=[O:11])=[CH:7][CH:6]=1.N1C=CC=CC=1.C1C=CC=CC=1.[CH3:38][O:39][C:40]([CH2:42][CH2:43][C:44]([Cl:46])=[O:45])=[O:41]>CN(C=O)C.CCOCC>[ClH:46].[CH3:38][O:39][C:40]([CH2:42][CH2:43][C:44]([NH:3][CH2:4][C:5]1[O:9][C:8]([C:10]([O:12][C:13]2[CH:22]=[CH:21][C:20]3[C:15](=[CH:16][CH:17]=[C:18]([C:23](=[NH:24])[NH2:25])[CH:19]=3)[CH:14]=2)=[O:11])=[CH:7][CH:6]=1)=[O:45])=[O:41] |f:0.1.2,8.9|. Procedure: To a solution of 18 g of 6-amidino-2-naphthyl 5-aminomethylfuran-2-carboxylate dihydrochloride in 380 ml of DMF was added 19.1 ml of pyridine and then, while cooling with ice, 20 ml of a benzene solution containing 7.5 ml of 3-methoxycarbonylpropionyl chloride was added dropwise thereto for 20 minutes. After stirring at room temperature for 2.5 hours, the reaction mixture was added to 2 l of ether while stirring and cooling with ice, and the mixture was stirred at the same temperature for 5 hour... Reactants: O=C([O-])[O-], CN(C)C=O, O=C1c2[nH]c3cc(-c4ccccc4)nn3c(=O)c2CN1C1CCCCC1, [K+], [K+], O. The product is Cn1c2c(c(=O)n3nc(-c4ccccc4)cc13)CN(C1CCCCC1)C2=O. RXN SMILES: [C:27](=[O:28])([O-:29])[O-:30].[CH3:33][N:34]([CH3:35])[CH:36]=[O:37].[CH:1]1([N:7]2[C:8](=[O:26])[c:9]3[nH:10][c:11]4[n:12]([c:13](=[O:16])[c:14]3[CH2:15]2)[n:17][c:18](-[c:20]2[cH:21][cH:22][cH:23][cH:24][cH:25]2)[cH:19]4)[CH2:2][CH2:3][CH2:4][CH2:5][CH2:6]1.[K+:31].[K+:32].[OH2:38]>>[CH:1]1([N:7]2[C:8](=[O:26])[c:9]3[n:10]([CH3:27])[c:11]4[n:12]([c:13](=[O:16])[c:14]3[CH2:15]2)[n:17][c:18](-[c:20]2[cH:21][cH:22][cH:23][cH:24][cH:25]2)[cH:19]4)[CH2:2][CH2:3][CH2:4][CH2:5][CH2:6]1. Reactants: C(C)(C)(C)C1=CC=C(OCCCCO)C=C1 (4-p-t-butylphenoxy-1-butanol), C(C1=CN=CC=C1)(=O)O (nicotinic acid), S(=O)(Cl)Cl (thionyl chloride). The solvent is ClCCl (dichloromethane). The product is C(C1=CN=CC=C1)(=O)Cl (Nicotinoyl chloride), nicotinate ester. Isolated yield 45.0%. As a reaction SMILES: [C:1]([OH:9])(=O)[C:2]1[CH:7]=[CH:6][CH:5]=[N:4][CH:3]=1.S(Cl)([Cl:12])=O.C(C1C=CC(OCCCCO)=CC=1)(C)(C)C>ClCCl>[C:1]([Cl:12])(=[O:9])[C:2]1[CH:7]=[CH:6][CH:5]=[N:4][CH:3]=1. Procedure details: Nicotinoyl chloride was prepared by treating 100 g (0.81 mole) of nicotinic acid with 280 ml of thionyl chloride at reflux for two hours. The excess thionyl chloride was removed in vacuo and the crystalline acid chloride hydrochloride was suspended in 500 ml of dichloromethane. To the stirred mixture was added 66 g (0.30 mole) of 4-p-t-butylphenoxy-1-butanol dissolved in 400 ml of dichloromethane. After forty-eight hours the mixture was washed with one liter of saturated sodium bicarbonate. The ...